This data is from the Open Reaction Database (ORD), a public repository of structured organic reaction records. The task is: describe an organic reaction: reactants, conditions, products, and yield The reactants are C(C)OC=C (ethyl vinylether), [Li]C(C)(C)C (tert-BuLi), CCC(CC)=O (3-pentanone). The solvent is [Cl-].[NH4+] (ammonium chloride), C(C)(=O)OCC (ethyl acetate), C1CCOC1 (THF). Run at temperature -10 celsius, time 15 minute. Yields the product C(C)C(C(C)=O)(CC)O (3-ethyl-3-hydroxy-pentan-2-one). Reaction SMILES: C([O:3]C=C)C.[Li][C:7]([CH3:10])(C)C.[CH3:11][CH2:12][C:13](=[O:16])[CH2:14][CH3:15]>C1COCC1.[Cl-].[NH4+].C(OCC)(=O)C>[CH2:12]([C:13]([OH:16])([CH2:7][CH3:10])[C:14](=[O:3])[CH3:15])[CH3:11] |f:4.5|. Procedure: To a solution of ethyl vinylether (10 mL, 104 mmol) in THF (50 mL) at −78° C. was added tert-BuLi (1.7M, pentane, 45 mL, 76 mmol) dropwise. The mixture was stirred at −10° C. for 15 min then cooled to −78° C. and 3-pentanone (5.0 g, 58 mmol, in 5 mL of THF) was added dropwise. The resulting reaction mixture was allowed to warm slowly to 21° C., then diluted with a saturated ammonium chloride solution and ethyl acetate. The organic extract was stirred with 6 mL of HCl 2% for 18 h then washed (H2O... Reactants: BrC=C(C)C=1C=CC(=NC1)C (5-(1-Bromoprop-1-en-2-yl)-2-methylpyridine), ClC=1C=CC=2C3=C(NC2C1)CCN(C3)C (7-Chloro-2-methyl-2,3,4,5-tetrahydro-1H-pyrido[4,3-b]indole), N1[C@H](C(=O)O)CCC1 (L-proline), P(=O)([O-])([O-])[O-].[K+].[K+].[K+] (potassium phosphate). The reagents and catalysts are [Cu]I (Copper (I) iodide). The solvent is CN(C)C=O (DMF). Conditions: temperature 80 celsius. Product: ClC=1C=CC=2C3=C(N(C2C1)\C=C(/C)\C=1C=NC(=CC1)C)CCN(C3)C ((E)-7-chloro-2-methyl-5-(2-(6-methylpyridin-3-yl)prop-1-enyl)-2,3,4,5-tetrahydro-1H-pyrido[4,3-b]indole). RXN SMILES: [Cl:1][C:2]1[CH:3]=[CH:4][C:5]2[C:6]3[CH2:14][N:13]([CH3:15])[CH2:12][CH2:11][C:7]=3[NH:8][C:9]=2[CH:10]=1.N1CCC[C@H]1C(O)=O.P([O-])([O-])([O-])=O.[K+].[K+].[K+].Br[CH:33]=[C:34]([C:36]1[CH:37]=[CH:38][C:39]([CH3:42])=[N:40][CH:41]=1)[CH3:35]>CN(C=O)C.[Cu]I>[Cl:1][C:2]1[CH:3]=[CH:4][C:5]2[C:6]3[CH2:14][N:13]([CH3:15])[CH2:12][CH2:11][C:7]=3[N:8](/[CH:33]=[C:34](/[C:36]3[CH:41]=[N:40][C:39]([CH3:42])=[CH:38][CH:37]=3)\[CH3:35])[C:9]=2[CH:10]=1 |f:2.3.4.5|. Procedure: 7-Chloro-2-methyl-2,3,4,5-tetrahydro-1H-pyrido[4,3-b]indole (176 mg, 0.8 mmol) was dissolved in DMF (5 mL). Copper (I) iodide (19 mg, 0.10 mmol), L-proline (23 mg, 0.20 mmol) and potassium phosphate (424 mg, 2.00 mmol) were added and the reaction mixture was stirred for min. at RT. 5-(1-Bromoprop-1-en-2-yl)-2-methylpyridine (212 mg, 1 mmol) was added dropwise and the reaction mixture was purged with nitrogen. The reaction mixture was heated overnight at 80° C. (prolonged heating in some cases wa...